From a dataset of the Open Reaction Database (ORD), a public repository of structured organic reaction records. describe an organic reaction: reactants, conditions, products, and yield As a reaction SMILES: [H-].[Na+].[C:3]12([C:13]3[CH:18]=[C:17]([Br:19])[CH:16]=[CH:15][C:14]=3[OH:20])[CH2:12][CH:7]3[CH2:8][CH:9]([CH2:11][CH:5]([CH2:6]3)[CH2:4]1)[CH2:10]2.[CH3:21]I.O>C1COCC1>[C:3]12([C:13]3[CH:18]=[C:17]([Br:19])[CH:16]=[CH:15][C:14]=3[O:20][CH3:21])[CH2:4][CH:5]3[CH2:11][CH:9]([CH2:8][CH:7]([CH2:6]3)[CH2:12]1)[CH2:10]2 |f:0.1|. The product is C12(CC3CC(CC(C1)C3)C2)C2=C(C=CC(=C2)Br)OC (2-(1-adamantyl)-4-bromoanisole). Run in C1CCOC1 (THF). The reactants are O (water), [H-].[Na+] (sodium hydride), CI (methyl iodide), C12(CC3CC(CC(C1)C3)C2)C2=C(C=CC(=C2)Br)O (2-(1-adamantyl)-4-bromophenol). Procedure details: To a suspension of sodium hydride (80% in oil, 4.32 g, 144 mmol) in 50 ml of THF, there are slowly added, while maintaining the temperature at 20° C., 36.8 g (120 mmol) of 2-(1-adamantyl)-4-bromophenol. The mixture is stirred for 1 hour at ambient temperature at which point 9 ml (144 mmol) of methyl iodide are added. The mixture is then stirred for 2 hours at 20° C., poured into water, extracted with ether, dried and evaporated. The product is purified by passage through a silica column (10×30 c... Conditions: temperature 20 celsius, time 2 hour.